This data is from the Open Reaction Database (ORD), a public repository of structured organic reaction records. The task is: describe an organic reaction: reactants, conditions, products, and yield Reaction SMILES: O=P(Cl)(Cl)[Cl:3].[CH3:6][N:7]1[C:15]2[C:10](=[C:11]([Cl:17])[CH:12]=[C:13]([Cl:16])[CH:14]=2)[CH2:9][C:8]1=O.CN([CH:22]=[O:23])C>>[CH3:6][N:7]1[C:15]2[C:10](=[C:11]([Cl:17])[CH:12]=[C:13]([Cl:16])[CH:14]=2)[C:9]([CH:22]=[O:23])=[C:8]1[Cl:3]. Reported procedure: Prepared from POCl3 (11 ml), DMF (11 ml), (43) (8.4 g), yielding (48) 6.5 g as crude product sufficiently pure for the next synthesis. 1H-NMR (DMSO-d6): δ3.8 (s, 3H), 7.43 (d, 1H), 7.86 (d, 1H), 10.52 (s, 1H). In this reaction the reaction time was 24 h instead of 3 h. Starting materials: O=P(Cl)(Cl)Cl (POCl3), CN1C(CC2=C(C=C(C=C12)Cl)Cl)=O (1-Methyl-4,6-dichloro-1,3-dihydroindol-2-one), CN(C)C=O (DMF). The product is CN1C(=C(C2=C(C=C(C=C12)Cl)Cl)C=O)Cl (1-Methyl-2,4,6-trichloroindole-3-carbaldehyde). The reactants are COc1cccc2c(Cl)c(C(=O)C(C)C)cnc12, Cc1cc(O)ccc1N, C1COCCO1. The product is COc1cccc2c(Nc3ccc(O)cc3C)c(C(=O)C(C)C)cnc12. RXN SMILES: [C:1]([CH:2]([CH3:3])[CH3:4])(=[O:5])[c:6]1[cH:7][n:8][c:9]2[c:10]([O:17][CH3:18])[cH:11][cH:12][cH:13][c:14]2[c:15]1[Cl:16].[CH3:19][c:20]1[cH:21][c:22]([OH:23])[cH:24][cH:25][c:26]1[NH2:27].[O:28]1[CH2:29][CH2:30][O:31][CH2:32][CH2:33]1>>[C:1]([CH:2]([CH3:3])[CH3:4])(=[O:5])[c:6]1[cH:7][n:8][c:9]2[c:10]([O:17][CH3:18])[cH:11][cH:12][cH:13][c:14]2[c:15]1[NH:27][c:26]1[c:20]([CH3:19])[cH:21][c:22]([OH:23])[cH:24][cH:25]1. Procedure: In 50 ml of ethanol was dissolved 1.6 g of p-(1-imidazolyl)phenol and 1.4 g of anhydrous potassium carbonate was added to the solution. While stirring, 2.1 g of ethyl α-bromoisobutyrate was dropwise added to the mixture. Thereafter stirring was continued for 20 hours under reflux. After cooling to room temperature, the solvent was removed from the reaction mixture in vacuo. The residue was dissolved in methylene chloride. After the solution was successively washed with a 5% aqueous hydrogen sodi... Conditions: time 20 hour. The product is desired product, N1(C=NC=C1)C1=CC=C(OC(C(=O)OCC)(C)C)C=C1 (ethyl 2-[p-(1-imidazolyl)phenoxy]-2-methylpropionate). The solvent is C(C)O (ethanol). The reactants are BrC(C(=O)OCC)(C)C (ethyl α-bromoisobutyrate), N1(C=NC=C1)C1=CC=C(C=C1)O (p-(1-imidazolyl)phenol), C([O-])([O-])=O.[K+].[K+] (potassium carbonate). As a reaction SMILES: [N:1]1([C:6]2[CH:11]=[CH:10][C:9]([OH:12])=[CH:8][CH:7]=2)[CH:5]=[CH:4][N:3]=[CH:2]1.C(=O)([O-])[O-].[K+].[K+].Br[C:20]([CH3:27])([CH3:26])[C:21]([O:23][CH2:24][CH3:25])=[O:22]>C(O)C>[N:1]1([C:6]2[CH:11]=[CH:10][C:9]([O:12][C:20]([CH3:27])([CH3:26])[C:21]([O:23][CH2:24][CH3:25])=[O:22])=[CH:8][CH:7]=2)[CH:5]=[CH:4][N:3]=[CH:2]1 |f:1.2.3|. The reactants are ClC(C#N)(Cl)Cl (trichloroacetonitrile), C(C)OC(CC#N)=O (cyanoacetic acid ethyl ester). The reagents and catalysts are C(C)N(CC)CC (triethylamine). Run in C(C)O (ethanol). Run at temperature 0 celsius, time 1 minute. The product is N\C(=C(/C(=O)OCC)\C#N)\C(Cl)(Cl)Cl ((Z)-ethyl 3-amino-4,4,4-trichloro-2-cyanobut-2-enoate). Isolated yield 87.3%. As a reaction SMILES: [Cl:1][C:2]([Cl:6])([Cl:5])[C:3]#[N:4].[CH2:7]([O:9][C:10](=[O:14])[CH2:11][C:12]#[N:13])[CH3:8]>C(O)C.C(N(CC)CC)C>[NH2:4]/[C:3](/[C:2]([Cl:6])([Cl:5])[Cl:1])=[C:11](/[C:12]#[N:13])\[C:10]([O:9][CH2:7][CH3:8])=[O:14]. Reported procedure: To a mixture of trichloroacetonitrile (38 mL, 0.38 mol) and cyanoacetic acid ethyl ester (20 mL, 0.2 mol) in ethanol (63 mL) was added triethylamine (1 mL, 7 mmol). The reaction mixture began to turn red and an exotherm occurred after ˜1 minute. The reaction mixture was cooled to 0° C., then stirred for two hours while slowly warming to room temperature. The reaction mixture was concentrated in vacuo to a red oil, which was taken up in DCM, filtered through a plug of silica gel, and concentrated... The reactants are COC1=C(C=CC(=C1)B1OC(C(O1)(C)C)(C)C)NC(O[C@@H](C)CCC)=O ((S)-Pentan-2-yl 2-methoxy-4-(4,4,5,5-tetramethyl-1,3,2-dioxaborolan-2-yl)phenylcarbamate), COC(NC[C@@H]1CC[C@H](CC1)C1=NC(=C2N1C=CN=C2C)Br)=O (methyl((trans)-4-(1-bromo-8-methylimidazo[1,5-a]pyrazin-3-yl)cyclohexyl)methylcarbamate). Yields the product COC(=O)C[C@@H]1CC[C@H](CC1)C1=NC(=C2N1C=CN=C2C)C2=CC(=C(C=C2)NC(O[C@@H](C)CCC)=O)OC ((S)-pentan-2-yl 4-(3-((trans)-4-(methoxycarbonylmethyl)cyclohexyl)-8-methylimidazo[1,5-a]pyrazin-1-yl)-2-methoxyphenylcarbamate). Isolated yield 117.1%. RXN SMILES: [CH3:1][O:2][C:3]1[CH:8]=[C:7](B2OC(C)(C)C(C)(C)O2)[CH:6]=[CH:5][C:4]=1[NH:18][C:19](=[O:26])[O:20][C@H:21]([CH2:23][CH2:24][CH3:25])[CH3:22].COC(=O)N[CH2:31][C@H:32]1[CH2:37][CH2:36][C@H:35]([C:38]2[N:42]3[CH:43]=[CH:44][N:45]=[C:46]([CH3:47])[C:41]3=[C:40](Br)[N:39]=2)[CH2:34][CH2:33]1>>[CH3:21][O:20][C:19]([CH2:31][C@H:32]1[CH2:33][CH2:34][C@H:35]([C:38]2[N:42]3[CH:43]=[CH:44][N:45]=[C:46]([CH3:47])[C:41]3=[C:40]([C:7]3[CH:6]=[CH:5][C:4]([NH:18][C:19](=[O:26])[O:20][C@H:21]([CH2:23][CH2:24][CH3:25])[CH3:22])=[C:3]([O:2][CH3:1])[CH:8]=3)[N:39]=2)[CH2:36][CH2:37]1)=[O:26]. Reported procedure: (S)-Pentan-2-yl 2-methoxy-4-(4,4,5,5-tetramethyl-1,3,2-dioxaborolan-2-yl)phenylcarbamate (19 mg) and methyl((trans)-4-(1-bromo-8-methylimidazo[1,5-a]pyrazin-3-yl)cyclohexyl)methylcarbamate (20 mg) were reacted according to the procedure described in example 4 step 4c and purified by prep-HPLC (column Luna C18(2); gradient acetonitrile/water with constant 0.003M trifluoroacetic acid). Proper fractions were collected and made basic with aqueous sodium hydrogencarbonate, extracted with dichlorometh... The reactants are ice water, FC1=C(C=CC=C1)[N+](=O)[O-] (1-fluoro-2-nitrobenzene), CC(C)(OC(=O)N[C@@H](CO)C(=O)O)C (N-[(1,1-dimethylethoxy)carbonyl]-L-serine), ice-salt, [H-].[Na+] (sodium hydride), C(Cl)Cl (methylene chloride). Run in C(C)(=O)O (acetic acid), CO (methanol), CN(C=O)C (dimethylformamide), CN(C=O)C (dimethylformamide). The product is CC(C)(OC(=O)N[C@@H](COC1=C(C=CC=C1)[N+](=O)[O-])C(=O)O)C (N-[(1,1-Dimethylethoxy)carbonyl]-O-(2-nitrophenyl)-L-serine). As a reaction SMILES: [CH3:1][C:2]([CH3:14])([O:4][C:5]([NH:7][C@H:8]([C:11]([OH:13])=[O:12])[CH2:9][OH:10])=[O:6])[CH3:3].[H-].[Na+].F[C:18]1[CH:23]=[CH:22][CH:21]=[CH:20][C:19]=1[N+:24]([O-:26])=[O:25].C(Cl)Cl>CN(C)C=O.C(O)(=O)C.CO>[CH3:3][C:2]([CH3:14])([O:4][C:5]([NH:7][C@H:8]([C:11]([OH:13])=[O:12])[CH2:9][O:10][C:18]1[CH:23]=[CH:22][CH:21]=[CH:20][C:19]=1[N+:24]([O-:26])=[O:25])=[O:6])[CH3:1] |f:1.2|. Procedure: A solution of N-[(1,1-dimethylethoxy)carbonyl]-L-serine (24.3 g., 0.118 mole) in dry dimethylformamide (25 ml.) was added dropwise over a period of 1.0 hour to a cooled (0°, ice-salt bath) suspension of 60% sodium hydride (10.1 g., 0.25 mole) in dry dimethylformamide (200 ml.) and stirring was continued at 0° until the frothing subsided (about 2.0 hours). The reaction mixture was treated dropwise with 1-fluoro-2-nitrobenzene (14.3 ml., 0.13 mole) over a period of 20 minutes, stirred at 0° under ... Reactants: CC(C)O, CN(c1ncccc1CNc1nc(Nc2ccc(CCl)cc2)ncc1C(F)(F)F)S(C)(=O)=O, ClCCl, NC(CO)CO, [Na+], [OH-]. Yields the product CN(c1ncccc1CNc1nc(Nc2ccc(CNC(CO)CO)cc2)ncc1C(F)(F)F)S(C)(=O)=O. As a reaction SMILES: [CH3:42][CH:43]([OH:44])[CH3:45].[Cl:1][CH2:2][c:3]1[cH:4][cH:5][c:6]([NH:9][c:10]2[n:11][cH:12][c:13]([C:30]([F:31])([F:32])[F:33])[c:14]([NH:16][CH2:17][c:18]3[c:19]([N:24]([S:25](=[O:26])(=[O:27])[CH3:28])[CH3:29])[n:20][cH:21][cH:22][cH:23]3)[n:15]2)[cH:7][cH:8]1.[Cl:46][CH2:47][Cl:48].[NH2:34][CH:35]([CH2:36][OH:37])[CH2:38][OH:39].[Na+:41].[OH-:40]>>[CH2:2]([c:3]1[cH:4][cH:5][c:6]([NH:9][c:10]2[n:11][cH:12][c:13]([C:30]([F:31])([F:32])[F:33])[c:14]([NH:16][CH2:17][c:18]3[c:19]([N:24]([S:25](=[O:26])(=[O:27])[CH3:28])[CH3:29])[n:20][cH:21][cH:22][cH:23]3)[n:15]2)[cH:7][cH:8]1)[NH:34][CH:35]([CH2:36][OH:37])[CH2:38][OH:39]. Reactants: C=C(C)CN1CCCC(C(=O)OC)=Cc2cc(-c3ccc(OCCOCCCC)cc3)ccc21, CO, Cl, [Na+], C1CCOC1, [OH-], O. Product: C=C(C)CN1CCCC(C(=O)O)=Cc2cc(-c3ccc(OCCOCCCC)cc3)ccc21. RXN SMILES: [CH2:1]([CH2:2][CH2:3][CH3:4])[O:5][CH2:6][CH2:7][O:8][c:9]1[cH:10][cH:11][c:12](-[c:15]2[cH:16][cH:17][c:18]3[c:19]([cH:34]2)[CH:20]=[C:21]([C:30](=[O:31])[O:32][CH3:33])[CH2:22][CH2:23][CH2:24][N:25]3[CH2:26][C:27](=[CH2:28])[CH3:29])[cH:13][cH:14]1.[CH3:44][OH:45].[ClH:42].[Na+:41].[O:35]1[CH2:36][CH2:37][CH2:38][CH2:39]1.[OH-:40].[OH2:43]>>[CH2:1]([CH2:2][CH2:3][CH3:4])[O:5][CH2:6][CH2:7][O:8][c:9]1[cH:10][cH:11][c:12](-[c:15]2[cH:16][cH:17][c:18]3[c:19]([cH:34]2)[CH:20]=[C:21]([C:30](=[O:31])[OH:32])[CH2:22][CH2:23][CH2:24][N:25]3[CH2:26][C:27](=[CH2:28])[CH3:29])[cH:13][cH:14]1. The reactants are ClC1=C(C=CC(=C1)Cl)C1=CC2=C(N(C3=CC=C(C=C23)C(C=CN(C)C)=O)C)N(C1=O)C (3-(2,4-dichlorophenyl)-6-[3-(dimethylamino)prop-2-enoyl]-1,9-dimethyl-1,9-dihydro-2H-pyrido[2,3-b]indol-2-one), OCCNN (2-hydroxyethylhydrazine). Product: ClC1=C(C=CC(=C1)Cl)C1=CC2=C(N(C3=CC=C(C=C23)C=2N(N=CC2)CCO)C)N(C1=O)C (3-(2,4-Dichlorophenyl)-6-[2-(2-hydroxyethyl)-2H-pyrazol-3-yl]-1,9-dimethyl-1,9-dihydropyrido[2,3-b]indol-2-one). As a reaction SMILES: [Cl:1][C:2]1[CH:7]=[C:6]([Cl:8])[CH:5]=[CH:4][C:3]=1[C:9]1[C:29](=[O:30])[N:28]([CH3:31])[C:12]2[N:13]([CH3:27])[C:14]3[C:19]([C:11]=2[CH:10]=1)=[CH:18][C:17]([C:20](=O)[CH:21]=[CH:22]N(C)C)=[CH:16][CH:15]=3.[OH:32][CH2:33][CH2:34][NH:35][NH2:36]>>[Cl:1][C:2]1[CH:7]=[C:6]([Cl:8])[CH:5]=[CH:4][C:3]=1[C:9]1[C:29](=[O:30])[N:28]([CH3:31])[C:12]2[N:13]([CH3:27])[C:14]3[C:19]([C:11]=2[CH:10]=1)=[CH:18][C:17]([C:20]1[N:35]([CH2:34][CH2:33][OH:32])[N:36]=[CH:22][CH:21]=1)=[CH:16][CH:15]=3. Procedure details: The process is carried out as in Example 37 above, with the compound from preparation 1.10, 3-(2,4-dichlorophenyl)-6-[3-(dimethylamino)prop-2-enoyl]-1,9-dimethyl-1,9-dihydro-2H-pyrido[2,3-b]indol-2-one and 2-hydroxyethylhydrazine